Dataset: the Open Reaction Database (ORD), a public repository of structured organic reaction records. Task: describe an organic reaction: reactants, conditions, products, and yield Reactants: OCc1c(OCc2ccccc2)cccc1OCc1ccccc1, ClCCl, [Na+], O=C([O-])O. Product: O=Cc1c(OCc2ccccc2)cccc1OCc1ccccc1. RXN SMILES: [CH2:1]([c:2]1[cH:3][cH:4][cH:5][cH:6][cH:7]1)[O:8][c:9]1[c:10]([CH2:23][OH:24])[c:11]([O:15][CH2:16][c:17]2[cH:18][cH:19][cH:20][cH:21][cH:22]2)[cH:12][cH:13][cH:14]1.[CH2:30]([Cl:31])[Cl:32].[Na+:29].[O-:25][C:26]([OH:27])=[O:28]>>[CH2:1]([c:2]1[cH:3][cH:4][cH:5][cH:6][cH:7]1)[O:8][c:9]1[c:10]([CH:23]=[O:24])[c:11]([O:15][CH2:16][c:17]2[cH:18][cH:19][cH:20][cH:21][cH:22]2)[cH:12][cH:13][cH:14]1.